This data is from the Open Reaction Database (ORD), a public repository of structured organic reaction records. The task is: describe an organic reaction: reactants, conditions, products, and yield Reactants: C1(CC1)C=1C(=CC(=C(C(=O)O)C1)F)OCC1(CCCCC1)C(F)(F)F (5-cyclopropyl-2-fluoro-4-((1-(trifluoromethyl)cyclohexyl)methoxy)-benzoic acid), C1(CC1)S(=O)(=O)N (cyclopropanesulfonamide), C1(CC1)C=1C(=CC(=C(C(=O)O)C1)F)OCC1(CCC(CC1)(F)F)C (5-cyclopropyl-4-((4,4-difluoro-1-methylcyclohexyl)methoxy)-2-fluorobenzoic acid), CS(=O)(=O)N (methanesulfonamide). Yields the product C1(CC1)C=1C(=CC(=C(C(=O)NS(=O)(=O)C2CC2)C1)F)OCC1(CCC(CC1)(F)F)C (5-cyclopropyl-N-(cyclopropylsulfonyl)-4-((4,4-difluoro-1-methylcyclohexyl)-methoxy)-2-fluorobenzamide). Reaction SMILES: C1(C2C(OCC3(C(F)(F)F)CCCCC3)=CC(F)=C(C=2)C(O)=O)CC1.[CH:26]1([C:29]2[C:30]([O:39][CH2:40][C:41]3([CH3:49])[CH2:46][CH2:45][C:44]([F:48])([F:47])[CH2:43][CH2:42]3)=[CH:31][C:32]([F:38])=[C:33]([CH:37]=2)[C:34](O)=[O:35])[CH2:28][CH2:27]1.CS(N)(=O)=O.[CH:55]1([S:58]([NH2:61])(=[O:60])=[O:59])[CH2:57][CH2:56]1>>[CH:26]1([C:29]2[C:30]([O:39][CH2:40][C:41]3([CH3:49])[CH2:46][CH2:45][C:44]([F:48])([F:47])[CH2:43][CH2:42]3)=[CH:31][C:32]([F:38])=[C:33]([CH:37]=2)[C:34]([NH:61][S:58]([CH:55]2[CH2:57][CH2:56]2)(=[O:60])=[O:59])=[O:35])[CH2:27][CH2:28]1. Procedure details: Following the procedure as described in Example 158 step 5, and making variations as required to replace 5-cyclopropyl-2-fluoro-4-((1-(trifluoromethyl)cyclohexyl)methoxy)-benzoic acid with 5-cyclopropyl-4-((4,4-difluoro-1-methylcyclohexyl)methoxy)-2-fluorobenzoic acid and to replace methanesulfonamide with cyclopropanesulfonamide, the title compound was obtained (0.17 g, 61%) as a colorless solid: 1H NMR (300 MHz, CDCl3) δ 8.75-8.62 (m, 1H), 7.68-7.58 (m, 1H), 6.63-6.50 (m, 1H), 3.76 (s, 2H), 3....